This data is from the Open Reaction Database (ORD), a public repository of structured organic reaction records. The task is: describe an organic reaction: reactants, conditions, products, and yield The reactants are Cc1ccc2[nH]c3c(c2c1)CN(c1ccc([N+](=O)[O-])cc1)CC3, C=Cc1ccc(C)nc1, CN1CCCC1=O, [K+], [OH-]. The product is Cc1ccc2c(c1)c1c(n2CCc2ccc(C)nc2)CCN(c2ccc([N+](=O)[O-])cc2)C1. RXN SMILES: [CH3:1][c:2]1[cH:3][c:4]2[c:5]3[c:6]([nH:7][c:8]2[cH:9][cH:10]1)[CH2:11][CH2:12][N:13]([c:15]1[cH:16][cH:17][c:18]([N+:21](=[O:22])[O-:23])[cH:19][cH:20]1)[CH2:14]3.[CH3:24][c:25]1[n:26][cH:27][c:28]([CH:31]=[CH2:32])[cH:29][cH:30]1.[CH3:35][N:36]1[CH2:37][CH2:38][CH2:39][C:40]1=[O:41].[K+:34].[OH-:33]>>[CH3:1][c:2]1[cH:3][c:4]2[c:5]3[c:6]([n:7]([CH2:32][CH2:31][c:28]4[cH:27][n:26][c:25]([CH3:24])[cH:30][cH:29]4)[c:8]2[cH:9][cH:10]1)[CH2:11][CH2:12][N:13]([c:15]1[cH:16][cH:17][c:18]([N+:21](=[O:22])[O-:23])[cH:19][cH:20]1)[CH2:14]3. Starting materials: BrC1=CC(=NC(=C1)C)C (4-bromo-2,6-dimethyl-pyridine), BrC1=C(C=C(C=C1)O)F (4-bromo-3-fluoro-phenol), C([O-])([O-])=O.[K+].[K+] (potassium carbonate). Run in xylenes, CCOC(=O)C (EtOAc). Run at temperature 150 celsius. Product: BrC1=C(C=C(OC2=CC(=NC(=C2)C)C)C=C1)F (4-(4-Bromo-3-fluoro-phenoxy)-2,6-dimethyl-pyridine). Yield: 73.8%. Reaction SMILES: Br[C:2]1[CH:7]=[C:6]([CH3:8])[N:5]=[C:4]([CH3:9])[CH:3]=1.[Br:10][C:11]1[CH:16]=[CH:15][C:14]([OH:17])=[CH:13][C:12]=1[F:18].C(=O)([O-])[O-].[K+].[K+]>CCOC(C)=O>[Br:10][C:11]1[CH:16]=[CH:15][C:14]([O:17][C:2]2[CH:7]=[C:6]([CH3:8])[N:5]=[C:4]([CH3:9])[CH:3]=2)=[CH:13][C:12]=1[F:18] |f:2.3.4|. Procedure details: A mixture of 4-bromo-2,6-dimethyl-pyridine (1 g, 5.4 mmol), 4-bromo-3-fluoro-phenol (0.59 g, 5.4 mmol), and potassium carbonate (0.89 g, 6.4 mmol) in xylenes (2 ml) was heated at 150° C. (oil bath temperature) in a sealed tube for 48 hours. After cooling to room temperature the mixture was diluted with EtOAc and filtered through a diatomaceous earth pad. The filtrate was evaporated till dryness and the crude product thus obtained was purified by column chromatography (silica gel; DCM to DCM/EtOA... The reactants are COc1cccc2c(=O)c(C(=O)C(C)C)c[nH]c12, ClC(Cl)Cl, O=P(Cl)(Cl)Cl. Product: COc1cccc2c(Cl)c(C(=O)C(C)C)cnc12. As a reaction SMILES: [C:1]([CH:2]([CH3:3])[CH3:4])(=[O:5])[c:6]1[cH:7][nH:8][c:9]2[c:10]([O:17][CH3:18])[cH:11][cH:12][cH:13][c:14]2[c:15]1=[O:16].[CH:24]([Cl:25])([Cl:26])[Cl:27].[P:19]([Cl:20])([Cl:21])([Cl:22])=[O:23]>>[C:1]([CH:2]([CH3:3])[CH3:4])(=[O:5])[c:6]1[cH:7][n:8][c:9]2[c:10]([O:17][CH3:18])[cH:11][cH:12][cH:13][c:14]2[c:15]1[Cl:21]. Starting materials: FC1(CC[C@@H]([C@H](C1)OC1=CC(=C(C=C1C)S(=O)(=O)N(C1=NC=NC=C1)CC1=C(C=C(C=C1)OC)OC)F)C=1C=NN(C1)C1OCCCC1)F (4-({(1S*,2R*)-5,5-difluoro-2-[1-(tetrahydro-2H-pyran-2-yl)-1H-pyrazol-4-yl]cyclohexyl}oxy)-N-(2,4-dimethoxybenzyl)-2-fluoro-5-methyl-N-(pyrimidin-4-yl)benzenesulfonamide), ClCCl (dichloromethane), C(C)[SiH](CC)CC (triethylsilane), FC(C(=O)O)(F)F (trifluoroacetic acid). Run in CO (methanol). Product: FC1(CC[C@@H]([C@H](C1)OC1=CC(=C(C=C1C)S(=O)(=O)NC1=NC=NC=C1)F)C=1C=NNC1)F (4-{[(1S*,2R*)-5,5-Difluoro-2-(1H-pyrazol-4-yl)cyclohexyl]oxy}-2-fluoro-5-methyl-N-(pyrimidin-4-yl)benzenesulfonamide). Yield: 84.0%. Reaction SMILES: [F:1][C:2]1([F:49])[CH2:7][C@H:6]([O:8][C:9]2[C:14]([CH3:15])=[CH:13][C:12]([S:16]([N:19](CC3C=CC(OC)=CC=3OC)[C:20]3[CH:25]=[CH:24][N:23]=[CH:22][N:21]=3)(=[O:18])=[O:17])=[C:11]([F:37])[CH:10]=2)[C@@H:5]([C:38]2[CH:39]=[N:40][N:41](C3CCCCO3)[CH:42]=2)[CH2:4][CH2:3]1.C([SiH](CC)CC)C.FC(F)(F)C(O)=O.ClCCl>CO>[F:49][C:2]1([F:1])[CH2:7][C@H:6]([O:8][C:9]2[C:14]([CH3:15])=[CH:13][C:12]([S:16]([NH:19][C:20]3[CH:25]=[CH:24][N:23]=[CH:22][N:21]=3)(=[O:17])=[O:18])=[C:11]([F:37])[CH:10]=2)[C@@H:5]([C:38]2[CH:42]=[N:41][NH:40][CH:39]=2)[CH2:4][CH2:3]1. Procedure: The reaction and aftertreatment were conducted in the same manner as in Example 22c by using the 4-({(1S*,2R*)-5,5-difluoro-2-[1-(tetrahydro-2H-pyran-2-yl)-1H-pyrazol-4-yl]cyclohexyl}oxy)-N-(2,4-dimethoxybenzyl)-2-fluoro-5-methyl-N-(pyrimidin-4-yl)benzenesulfonamide (0.20 g, 0.28 mmol) prepared in Example 127a, triethylsilane (0.20 mL), trifluoroacetic acid (2.0 mL), dichloromethane (2.0 mL) and methanol (2.0 mL), to yield the title compound (0.11 g, 85%) as a colorless solid. Reactants: COC1=CC=CC=2C(C(OC21)(C)C)O (7-Methoxy-3-hydroxy-2,2-dimethylbenzofuran), N1CCCCC1 (piperidine), C([O-])(O)=O.[Na+] (sodium bicarbonate), CS(=O)(=O)Cl (Methanesulfonyl chloride). Run in C(C)N(CC)CC (Triethylamine), C(Cl)Cl (methylene chloride). Reaction conditions: temperature 0 celsius, time 3 hour. Product: COC1=CC=CC=2C(C(OC21)(C)C)N2CCCCC2 (7-Methoxy-3-piperidino-2,2-dimethylbenzofuran), hydrochloride salt. Reaction SMILES: [CH3:1][O:2][C:3]1[C:11]2[O:10][C:9]([CH3:13])([CH3:12])[CH:8](O)[C:7]=2[CH:6]=[CH:5][CH:4]=1.CS(Cl)(=O)=O.[NH:20]1[CH2:25][CH2:24][CH2:23][CH2:22][CH2:21]1.C(=O)(O)[O-].[Na+]>C(Cl)Cl.C(N(CC)CC)C>[CH3:1][O:2][C:3]1[C:11]2[O:10][C:9]([CH3:13])([CH3:12])[CH:8]([N:20]3[CH2:25][CH2:24][CH2:23][CH2:22][CH2:21]3)[C:7]=2[CH:6]=[CH:5][CH:4]=1 |f:3.4|. Procedure: Triethylamine (29 ml) is added to a stirred solution of the product obtained in Step 4. (25.4 g) in methylene chloride (560 ml) at RT under nitrogen. Methanesulfonyl chloride (11.1 ml) is added dropwise to the mixture which is cooled to 0° C. The mixture is stirred for 3 hours at RT, cooled to 0° C., piperidine (128 ml) added and stirring continued at RT overnight. Sat'd aq. sodium bicarbonate is added to the mixture, the phases separated and the organic phase washed with sodium bicarbonate, sat... Starting materials: ClC1=NC=CC2=C(C=C(C=C12)F)OC (1-chloro-7-fluoro-5-methoxyisoquinoline), [F-].[Cs+] (CsF). The solvent is CCOC(=O)C (EtOAc), CS(=O)C (DMSO). Run at temperature 140 celsius. Yields the product FC1=NC=CC2=C(C=C(C=C12)F)OC (1,7-difluoro-5-methoxyisoquinoline). The yield is 105.3%. RXN SMILES: Cl[C:2]1[C:11]2[C:6](=[C:7]([O:13][CH3:14])[CH:8]=[C:9]([F:12])[CH:10]=2)[CH:5]=[CH:4][N:3]=1.[F-:15].[Cs+]>CS(C)=O.CCOC(C)=O>[F:15][C:2]1[C:11]2[C:6](=[C:7]([O:13][CH3:14])[CH:8]=[C:9]([F:12])[CH:10]=2)[CH:5]=[CH:4][N:3]=1 |f:1.2|. Reported procedure: To a solution of 1-chloro-7-fluoro-5-methoxyisoquinoline (350 mg, 1.654 mmol) in DMSO (3 mL), was added CsF (502 mg, 3.31 mmol) and the mixture was heated to 140° C. for 4 h. The reaction was diluted with EtOAc and washed with water, and brine. The organic phase was collected, dried over sodium sulfate, and concentrated under vacuum to give 1,7-difluoro-5-methoxyisoquinoline (340 mg, 105% yield) which was not purified further. MS m/z 196.1 (M++1). Starting materials: liquid, F (hydrogen fluoride), FC([C@@H]1[C@]2(C)[C@@H](CC1)[C@@H]1CCC3=CC(CC[C@]3(C)C1=CC2)=O)F (17β-Difluoromethylandrost-4,9(11)-dien-3-one), C([O-])([O-])=O.[K+].[K+] (potassium carbonate), ice, ClN1C(CCC1=O)=O (N-chlorosuccinimide). The solvent is C1CCOC1 (THF), C(Cl)Cl (methylene chloride), O (water). Reaction conditions: time 3 hour. Product: Cl[C@@]12[C@]3(CCC(C=C3CC[C@H]1[C@@H]1CC[C@@H]([C@@]1(C)C[C@@H]2F)C(F)F)=O)C (9α-Chloro-11β-fluoro-17β-difluoromethylandrost-4-en-3-one). As a reaction SMILES: [FH:1].[F:2][CH:3]([F:24])[C@H:4]1[CH2:9][CH2:8][C@H:7]2[C@H:10]3[C:20](=[CH:21][CH2:22][C@:5]12[CH3:6])[C@:18]1([CH3:19])[C:13](=[CH:14][C:15](=[O:23])[CH2:16][CH2:17]1)[CH2:12][CH2:11]3.[Cl:25]N1C(=O)CCC1=O.C(=O)([O-])[O-].[K+].[K+]>O.C(Cl)Cl.C1COCC1>[Cl:25][C@:20]12[C@@H:21]([F:1])[CH2:22][C@@:5]3([CH3:6])[C@@H:7]([CH2:8][CH2:9][C@@H:4]3[CH:3]([F:24])[F:2])[C@@H:10]1[CH2:11][CH2:12][C:13]1[C@:18]2([CH3:19])[CH2:17][CH2:16][C:15](=[O:23])[CH:14]=1 |f:3.4.5|. Procedure: To a solution of 2.9 ml of liquid hydrogen fluoride and 2.0 ml of THF previously cooled to -78° under nitrogen is added a solution of 17b-difluoroandrosta-4,9(11)-dien-3-one (XI, Example 5, 1.5 g) with 10-15 ml of methylene chloride. After termal equilibrium is obtained, solid N-chlorosuccinimide (0.8 g) is added and the mixture stirred at -78° for approximately 3 hrs. The mixture is warmed to -20° over a 25 min period and then warmed to 0° over the next 30 min and then poured slowly into an ice...